This data is from the Open Reaction Database (ORD), a public repository of structured organic reaction records. The task is: describe an organic reaction: reactants, conditions, products, and yield The reactants are CC(=O)O, CC(=O)OC(C)=O, Oc1ccc(O)cc1. Product: CC(=O)c1cc(O)ccc1O. RXN SMILES: [CH3:16][C:17](=[O:18])[OH:19].[CH3:9][C:10](=[O:11])[O:12][C:13](=[O:14])[CH3:15].[OH:1][c:2]1[cH:3][cH:4][c:5]([OH:6])[cH:7][cH:8]1>>[OH:1][c:2]1[c:3]([C:10]([CH3:9])=[O:11])[cH:4][c:5]([OH:6])[cH:7][cH:8]1. Starting materials: N1C(NCC1)=O (2-Imidazolidinone), C1(=CC=CC=C1)P(C1=C(C2=CC=CC=C2C=C1)C1=C(C=CC2=CC=CC=C12)P(C1=CC=CC=C1)C1=CC=CC=C1)C1=CC=CC=C1 ((+/−)-2,2′-bis(diphenylphosphino)-1,1′-binaphthyl), C([O-])([O-])=O.[Cs+].[Cs+] (caesium carbonate), BrC=1C=CC2=C(CCO[C@H]2CCN2[C@@H](CN(CC2)C2=CSC3=C2C=CC(=C3)C#N)C)C1 (3-((3R)-4-{2-[(1S)-6-Bromo-3,4-dihydro-1H-2-benzopyran-1-yl]ethyl}-3-methylpiperazinyl)-1-benzothiophene-6-carbonitrile). Reagents/catalysts: C=1C=CC(=CC1)/C=C/C(=O)/C=C/C2=CC=CC=C2.C=1C=CC(=CC1)/C=C/C(=O)/C=C/C2=CC=CC=C2.C=1C=CC(=CC1)/C=C/C(=O)/C=C/C2=CC=CC=C2.[Pd].[Pd] (tris(dibenzylideneacetone)dipalladium). The solvent is C1(=CC=CC=C1)C (toluene), ClCCl (dichloromethane). Reaction conditions: time 2 day. Yields the product C(#N)C1=CC2=C(C(=CS2)N2C[C@H](N(CC2)CC[C@@H]2OCCC3=C2C=CC(=C3)N3C(NCC3)=O)C)C=C1 (1-((1S)-1-{2-[(2R)-4-(6-Cyano-1-benzothien-3-yl)-2-methylpiperazinyl]ethyl}-3,4-dihydro-1H-2-benzopyran-6-yl)-2-imidazolidinone). As a reaction SMILES: Br[C:2]1[CH:3]=[CH:4][C:5]2[C@H:10]([CH2:11][CH2:12][N:13]3[CH2:18][CH2:17][N:16]([C:19]4[C:23]5[CH:24]=[CH:25][C:26]([C:28]#[N:29])=[CH:27][C:22]=5[S:21][CH:20]=4)[CH2:15][C@H:14]3[CH3:30])[O:9][CH2:8][CH2:7][C:6]=2[CH:31]=1.[NH:32]1[CH2:36][CH2:35][NH:34][C:33]1=[O:37].C1(P(C2C=CC=CC=2)C2C=CC3C(=CC=CC=3)C=2C2C3C(=CC=CC=3)C=CC=2P(C2C=CC=CC=2)C2C=CC=CC=2)C=CC=CC=1.C(=O)([O-])[O-].[Cs+].[Cs+]>C1(C)C=CC=CC=1.ClCCl.C1C=CC(/C=C/C(/C=C/C2C=CC=CC=2)=O)=CC=1.C1C=CC(/C=C/C(/C=C/C2C=CC=CC=2)=O)=CC=1.C1C=CC(/C=C/C(/C=C/C2C=CC=CC=2)=O)=CC=1.[Pd].[Pd]>[C:28]([C:26]1[CH:25]=[CH:24][C:23]2[C:19]([N:16]3[CH2:17][CH2:18][N:13]([CH2:12][CH2:11][C@H:10]4[C:5]5[CH:4]=[CH:3][C:2]([N:32]6[CH2:36][CH2:35][NH:34][C:33]6=[O:37])=[CH:31][C:6]=5[CH2:7][CH2:8][O:9]4)[C@H:14]([CH3:30])[CH2:15]3)=[CH:20][S:21][C:22]=2[CH:27]=1)#[N:29] |f:3.4.5,8.9.10.11.12|. Procedure details: 3-((3R)-4-{2-[(1S)-6-Bromo-3,4-dihydro-1H-2-benzopyran-1-yl]ethyl}-3-methylpiperazinyl)-1-benzothiophene-6-carbonitrile (0.36 g, 0.73 mmol)was dissolved in dry toluene (15 mL) and degassed. 2-Imidazolidinone (0.071 g, 0.82 mmol), tris(dibenzylideneacetone)dipalladium (34 mg), (+/−)-2,2′-bis(diphenylphosphino)-1,1′-binaphthyl (47 mg) and caesium carbonate (0.34 g, 1.05 mmol)were added and the mixture heated under reflux with stirring, under a nitrogen atmosphere, for 2 days. The reaction was cool... Starting materials: O=[N+]([O-])c1c(Br)nn(Cc2ccccc2)c1Br, CN, O. Product: CNc1c([N+](=O)[O-])c(Br)nn1Cc1ccccc1. RXN SMILES: [CH2:1]([c:2]1[cH:3][cH:4][cH:5][cH:6][cH:7]1)[n:8]1[n:9][c:10]([Br:17])[c:11]([N+:14](=[O:15])[O-:16])[c:12]1[Br:13].[CH3:18][NH2:19].[OH2:20]>>[CH2:1]([c:2]1[cH:3][cH:4][cH:5][cH:6][cH:7]1)[n:8]1[n:9][c:10]([Br:17])[c:11]([N+:14](=[O:15])[O-:16])[c:12]1[NH:19][CH3:18].